From a dataset of the Open Reaction Database (ORD), a public repository of structured organic reaction records. describe an organic reaction: reactants, conditions, products, and yield Starting materials: P(=O)([O-])([O-])[O-].[K+].[K+].[K+] (Potassium phosphate), B1(C2CCCC1CCC2)B3C4CCCC3CCC4 (9-Borabicyclo[3.3.1]nonane dimer), C=C1CCN(CC1)C(=O)OC(C)(C)C (4-methylene-1-piperidinecarboxylic acid, 1,1-dimethylethyl ester), ClC1=NC2=CC=C(C(=C2C=C1)NC(CC1CCCCC1)=O)Cl (N-(2,6-Dichloro-5-quinolinyl)-cyclohexaneacetamide), Example 1 ( a ). Reagents/catalysts: C=1C=CC(=CC1)[P](C=2C=CC=CC2)(C=3C=CC=CC3)[Pd]([P](C=4C=CC=CC4)(C=5C=CC=CC5)C=6C=CC=CC6)([P](C=7C=CC=CC7)(C=8C=CC=CC8)C=9C=CC=CC9)[P](C=1C=CC=CC1)(C=1C=CC=CC1)C=1C=CC=CC1 (tetrakis(triphenylphosphine)palladium(0)). The solvent is O (water), CN(C=O)C (N,N-dimethylformamide). Reaction conditions: time 30 minute. Yields the product ClC=1C(=C2C=CC(=NC2=CC1)CC1CCN(CC1)C(=O)OC(C)(C)C)NC(CC1CCCCC1)=O (4-[[6-Chloro-5-[(cyclohexylacetyl)amino]-2-quinolinyl]methyl]-1-piperidinecarboxylic acid, 1,1-dimethylethyl Ester). As a reaction SMILES: B1(B2C3CCCC2CCC3)C2CCCC1CCC2.[CH2:19]=[C:20]1[CH2:25][CH2:24][N:23]([C:26]([O:28][C:29]([CH3:32])([CH3:31])[CH3:30])=[O:27])[CH2:22][CH2:21]1.P([O-])([O-])([O-])=O.[K+].[K+].[K+].Cl[C:42]1[CH:51]=[CH:50][C:49]2[C:44](=[CH:45][CH:46]=[C:47]([Cl:62])[C:48]=2[NH:52][C:53](=[O:61])[CH2:54][CH:55]2[CH2:60][CH2:59][CH2:58][CH2:57][CH2:56]2)[N:43]=1>O.CN(C)C=O.C1C=CC([P]([Pd]([P](C2C=CC=CC=2)(C2C=CC=CC=2)C2C=CC=CC=2)([P](C2C=CC=CC=2)(C2C=CC=CC=2)C2C=CC=CC=2)[P](C2C=CC=CC=2)(C2C=CC=CC=2)C2C=CC=CC=2)(C2C=CC=CC=2)C2C=CC=CC=2)=CC=1>[Cl:62][C:47]1[C:48]([NH:52][C:53](=[O:61])[CH2:54][CH:55]2[CH2:56][CH2:57][CH2:58][CH2:59][CH2:60]2)=[C:49]2[C:44](=[CH:45][CH:46]=1)[N:43]=[C:42]([CH2:19][CH:20]1[CH2:25][CH2:24][N:23]([C:26]([O:28][C:29]([CH3:32])([CH3:31])[CH3:30])=[O:27])[CH2:22][CH2:21]1)[CH:51]=[CH:50]2 |f:2.3.4.5,^1:72,74,93,112|. Reported procedure: 9-Borabicyclo[3.3.1]nonane dimer solution (3.5 mL, 2M in tetrahydrofuran) was added to 4-methylene-1-piperidinecarboxylic acid, 1,1-dimethylethyl ester (prepared according to the method of Journal of Medicinal Chemistry 2002, 45, 3143) (345 mg) at room temperature under nitrogen. The mixture was refluxed for 3 hours after which it was cooled to room temperature. Potassium phosphate (1 g) in water (1 mL) was added and the mixture stirred for 30 minutes. N-(2,6-Dichloro-5-quinolinyl)-cyclohexaneac... Reactants: Cc1ccc2ccccc2n1, O=Cc1ccccc1, O=C(O)c1ccccc1, c1ccc2ncccc2c1. Yields the product OC(Cc1ccc2ccccc2n1)c1ccccc1. RXN SMILES: [CH3:11][c:12]1[n:13][c:14]2[cH:15][cH:16][cH:17][cH:18][c:19]2[cH:20][cH:21]1.[CH:22](=[O:23])[c:24]1[cH:25][cH:26][cH:27][cH:28][cH:29]1.[OH:30][C:31]([c:32]1[cH:33][cH:34][cH:35][cH:36][cH:37]1)=[O:38].[cH:1]1[cH:2][c:3]2[c:4]([n:5][cH:6][cH:7][cH:8]2)[cH:9][cH:10]1>>[CH2:11]([c:12]1[n:13][c:14]2[cH:15][cH:16][cH:17][cH:18][c:19]2[cH:20][cH:21]1)[CH:22]([OH:23])[c:24]1[cH:25][cH:26][cH:27][cH:28][cH:29]1.